This data is from the Open Reaction Database (ORD), a public repository of structured organic reaction records. The task is: describe an organic reaction: reactants, conditions, products, and yield Starting materials: C1CCNCC1, Cl, O=C1CNC(=O)N1, O, O=Cc1ccc(O)cc1. The product is O=C1NC(=O)C(=Cc2ccc(O)cc2)N1. Reaction SMILES: [CH2:17]1[CH2:18][CH2:19][NH:20][CH2:21][CH2:22]1.[ClH:23].[O:10]=[C:11]1[CH2:12][NH:13][C:14](=[O:15])[NH:16]1.[OH2:24].[OH:1][c:2]1[cH:3][cH:4][c:5]([CH:6]=[O:7])[cH:8][cH:9]1>>[OH:1][c:2]1[cH:3][cH:4][c:5]([CH:6]=[C:12]2[C:11](=[O:10])[NH:16][C:14](=[O:15])[NH:13]2)[cH:8][cH:9]1.